From a dataset of the Open Reaction Database (ORD), a public repository of structured organic reaction records. describe an organic reaction: reactants, conditions, products, and yield Reactants: OC1=CC=C(C=C1)C(C)(C)C1=CC=C(C=C1)O (Bisphenol A), [OH-].[Na+] (sodium hydroxide). Product: OC1=CC=C(C=C1)C(C)(C)C1=CC=C(C=C1)O.[OH-].[Na+] (bisphenol A sodium hydroxide). RXN SMILES: [OH:1][C:2]1[CH:7]=[CH:6][C:5]([C:8]([C:11]2[CH:16]=[CH:15][C:14]([OH:17])=[CH:13][CH:12]=2)([CH3:10])[CH3:9])=[CH:4][CH:3]=1.[OH-:18].[Na+:19]>>[OH:1][C:2]1[CH:3]=[CH:4][C:5]([C:8]([C:11]2[CH:12]=[CH:13][C:14]([OH:17])=[CH:15][CH:16]=2)([CH3:10])[CH3:9])=[CH:6][CH:7]=1.[OH-:18].[Na+:19] |f:1.2,3.4.5|. Procedure details: Bisphenol A was dissolved in an aqueous sodium hydroxide solution having a concentration of 6% by weight to obtain an aqueous bisphenol A-sodium hydroxide solution having a concentration of 13.5% by weight. Using methylene chloride as an organic solvent, p-tert-butylphenol (PTBP) as a molecular weight controlling agent was dissolved therein to obtain a PTBP solution having a concentration of 25% by weight. Reactants: C1CCOC1, CO, O=C1c2cc(COc3ccc(Cl)nn3)nn2CCN1c1ccc(F)cc1, O. Yields the product O=C1c2cc(COc3cccnn3)nn2CCN1c1ccc(F)cc1. As a reaction SMILES: [CH2:29]1[O:30][CH2:31][CH2:32][CH2:33]1.[CH3:27][OH:28].[Cl:1][c:2]1[cH:3][cH:4][c:5]([O:8][CH2:9][c:10]2[n:11][n:12]3[c:13]([cH:26]2)[C:14](=[O:25])[N:15]([c:18]2[cH:19][cH:20][c:21]([F:24])[cH:22][cH:23]2)[CH2:16][CH2:17]3)[n:6][n:7]1.[OH2:34]>>[cH:2]1[cH:3][cH:4][c:5]([O:8][CH2:9][c:10]2[n:11][n:12]3[c:13]([cH:26]2)[C:14](=[O:25])[N:15]([c:18]2[cH:19][cH:20][c:21]([F:24])[cH:22][cH:23]2)[CH2:16][CH2:17]3)[n:6][n:7]1. Reactants: C(C1=CN=CC=C1)(=O)Cl (nicotinoyl chloride), C(C1=CC=CC=C1)NC(=O)C1=C(N=C(S1)N)C (2-amino-4-methylthiazole-5-carboxylic acid benzylamide). Product: C(C1=CC=CC=C1)NC(=O)C1=C(N=C(S1)NC(C1=CN=CC=C1)=O)C (N-(5-Benzylcarbamoyl-4-methylthiazol-2-yl)nicotinamide). Yield: 33.0%. As a reaction SMILES: [C:1](Cl)(=[O:8])[C:2]1[CH:7]=[CH:6][CH:5]=[N:4][CH:3]=1.[CH2:10]([NH:17][C:18]([C:20]1[S:24][C:23]([NH2:25])=[N:22][C:21]=1[CH3:26])=[O:19])[C:11]1[CH:16]=[CH:15][CH:14]=[CH:13][CH:12]=1>>[CH2:10]([NH:17][C:18]([C:20]1[S:24][C:23]([NH:25][C:1](=[O:8])[C:2]2[CH:7]=[CH:6][CH:5]=[N:4][CH:3]=2)=[N:22][C:21]=1[CH3:26])=[O:19])[C:11]1[CH:16]=[CH:15][CH:14]=[CH:13][CH:12]=1. Reported procedure: Following the procedure as described in Example 2, making variations only as required to use nicotinoyl chloride in place of benzoyl chloride to react with 2-amino-4-methylthiazole-5-carboxylic acid benzylamide, the title compound was obtained as a white solid in 33% yield. m.p. 224-226° C.; 1H NMR (DMSO-d6, 300 MHz) δ 9.17 (d, J=1.5 Hz, 1H), 8.76 (dd, J=1.5, 4.6 Hz, 1H), 8.63 (t, J=5.7 Hz, 1H), 8.40-8.36 (m, 1H), 7.55 (dd, J=4.6, 8.1 Hz, 1H), 7.33-7.19 (m, 5H), 4.38 (d, J=5.7 Hz, 2H), 2.51 (s, ... Reactants: ClCCCC#CCCC(C)=O (9-chloro-5-nonyn-2-one), C(C)O (ethanol), [C-]#N.[Na+] (sodium cyanide). Run in O (water), CCOCC (ether), [OH-].[Na+] (sodium hydroxide). The product is C(#N)CCCC#CCCC(C)=O (9-cyano-5-nonyn-2-one). RXN SMILES: Cl[CH2:2][CH2:3][CH2:4][C:5]#[C:6][CH2:7][CH2:8][C:9](=[O:11])[CH3:10].C(O)C.[C-:15]#[N:16].[Na+]>O.CCOCC.[OH-].[Na+]>[C:15]([CH2:2][CH2:3][CH2:4][C:5]#[C:6][CH2:7][CH2:8][C:9](=[O:11])[CH3:10])#[N:16] |f:2.3,6.7|. Reported procedure: To a solution consisting of 2.77 parts of 9-chloro-5-nonyn-2-one in 8 parts by volume of ethanol is added a solution containing 2.77 parts of sodium cyanide dissolved in 4 parts of water. The resulting reaction mixture is heated at 80°-100° for about 24 hours, then is cooled and diluted with ether, whereupon 20 parts by volume of dilute aqueous sodium hydroxide is added with stirring. The layers are separated and the alkaline layer extracted with ether. The ether extracts are combined, then wash...